Dataset: the Open Reaction Database (ORD), a public repository of structured organic reaction records. Task: describe an organic reaction: reactants, conditions, products, and yield Starting materials: O1C2CC3CC(C21C3)C=C (3-epoxy-5-vinyl norbornane), C1C=CC2C1C3CC2C=C3 (dicyclopentadiene). Conditions: temperature 180 celsius, time 4 hour. Yields the product C12(C=CC(CC1)C2)C21C3(CCC(C2)C3)O1 (norbornenyl epoxy norbornane). Isolated yield 329.6%. Reaction SMILES: [O:1]1[C:7]23[CH2:8][CH:4]([CH2:5][CH:6]2C=C)[CH2:3][CH:2]13.C1[CH:15]2[CH:16]3[CH:20]=[CH:19][CH:18]([CH:14]2C=C1)[CH2:17]3>>[C:16]12([C:2]34[O:1][C:7]53[CH2:8][CH:4]([CH2:3]4)[CH2:5][CH2:6]5)[CH2:17][CH:18]([CH2:19][CH2:20]1)[CH:14]=[CH:15]2. Procedure: To a 2-liter stainless steel autoclave reactor was charged 0.99 kg (7.26 mol) 3-epoxy-5-vinyl norbornane and 0.06 kg (0.45 mol) dicyclopentadiene. Stirring was started, and the reactor evacuated of air and padded with 5 psig nitrogen. Heating to 180° C. commenced, and upon achieving 180° C., the reactor was held for 4 hours at this temperature. At the end of this time, the reactor was cooled to ambient temperature and discharged. The major identified components of the charge, as measured by GC a... Reactants: ClC1=CC=C(C=C1)C(C(=O)O)[C@H](C(F)(F)F)C ((2RS,3R)-2-(4-chlorophenyl)-4,4,4-trifluoro-3-methylbutanoic acid), NC=1C=C(CC2(CC2)C(=O)OC(C)(C)C)C=CC1F (tert-butyl 1-(3-amino-4-fluorobenzyl)-cyclopropanecarboxylate). Yields the product ClC1=CC=C(C=C1)[C@@H](C(=O)NC=1C=C(CC2(CC2)C(=O)OC(C)(C)C)C=CC1F)[C@H](C(F)(F)F)C (tert-Butyl 1-(3-{[(2S,3R)-2-(4-chlorophenyl)-4,4,4-trifluoro-3-methylbutanoyl]amino}-4-fluorobenzyl)cyclopropanecarboxylate). RXN SMILES: [Cl:1][C:2]1[CH:7]=[CH:6][C:5]([CH:8]([C@@H:12]([CH3:17])[C:13]([F:16])([F:15])[F:14])[C:9]([OH:11])=O)=[CH:4][CH:3]=1.[NH2:18][C:19]1[CH:20]=[C:21]([CH:33]=[CH:34][C:35]=1[F:36])[CH2:22][C:23]1([C:26]([O:28][C:29]([CH3:32])([CH3:31])[CH3:30])=[O:27])[CH2:25][CH2:24]1>>[Cl:1][C:2]1[CH:3]=[CH:4][C:5]([C@H:8]([C@@H:12]([CH3:17])[C:13]([F:16])([F:15])[F:14])[C:9]([NH:18][C:19]2[CH:20]=[C:21]([CH:33]=[CH:34][C:35]=2[F:36])[CH2:22][C:23]2([C:26]([O:28][C:29]([CH3:32])([CH3:31])[CH3:30])=[O:27])[CH2:24][CH2:25]2)=[O:11])=[CH:6][CH:7]=1. Procedure details: According to General Procedure 6, 1.2 g (4.5 mmol) of (2RS,3R)-2-(4-chlorophenyl)-4,4,4-trifluoro-3-methylbutanoic acid and 1.3 g (4.95 mmol) of tert-butyl 1-(3-amino-4-fluorobenzyl)-cyclopropanecarboxylate gave, after purification of the crude product by flash chromatography (silica gel; mobile phase cyclohexane/ethyl acetate 20:1), 1.6 g (69% of theory) of the title compound. Reactants: OC1=C(C=C(C=C1)CC(=O)O)OC1=C(C=C(C=C1)C(F)(F)F)CN1C(O[C@H]([C@H]1C)C1=CC=CC=C1)=O ({4-hydroxy-3-[2-((4R,5S)-4-methyl-2-oxo-5-phenyl-oxazolidin-3-ylmethyl)-4-trifluoromethyl-phenoxy]-phenyl}-acetic acid), Cl (hydrochloric acid), CO (MeOH). As a reaction SMILES: [OH:1][C:2]1[CH:7]=[CH:6][C:5]([CH2:8][C:9]([OH:11])=[O:10])=[CH:4][C:3]=1[O:12][C:13]1[CH:18]=[CH:17][C:16]([C:19]([F:22])([F:21])[F:20])=[CH:15][C:14]=1[CH2:23][N:24]1[C@H:28]([CH3:29])[C@H:27]([C:30]2[CH:35]=[CH:34][CH:33]=[CH:32][CH:31]=2)[O:26][C:25]1=[O:36].Cl.[CH3:38]O>>[CH3:38][O:10][C:9](=[O:11])[CH2:8][C:5]1[CH:6]=[CH:7][C:2]([OH:1])=[C:3]([O:12][C:13]2[CH:18]=[CH:17][C:16]([C:19]([F:20])([F:21])[F:22])=[CH:15][C:14]=2[CH2:23][N:24]2[C@H:28]([CH3:29])[C@H:27]([C:30]3[CH:35]=[CH:34][CH:33]=[CH:32][CH:31]=3)[O:26][C:25]2=[O:36])[CH:4]=1. The product is COC(CC1=CC(=C(C=C1)O)OC1=C(C=C(C=C1)C(F)(F)F)CN1C(O[C@H]([C@H]1C)C1=CC=CC=C1)=O)=O ({4-Hydroxy-3-[2-((4R,5S)-4-methyl-2-oxo-5-phenyl-oxazolidin-3-ylmethyl)-4-trifluoromethyl-phenoxy]-phenyl}-acetic acid methyl ester). Reported procedure: To {4-hydroxy-3-[2-((4R,5S)-4-methyl-2-oxo-5-phenyl-oxazolidin-3-ylmethyl)-4-trifluoromethyl-phenoxy]-phenyl}-acetic acid (1.5 g, 3.74 mmol) in MeOH was added hydrochloric acid (4N in 1,4-dioxane), and the reaction was stirred at 80° C. for 2 hours. The mixture was concentrated to dryness, and the residue was worked-up with EtOAc and saturated aqueous NaHCO3 to give the title compound. Reaction conditions: temperature 80 celsius, time 2 hour. The reactants are C1CCOC1, CO, CCOC(=O)C(C)(C)Cc1c(C(=O)CC(C)(C)C)c2cc(OCc3ccc4ccccc4n3)ccn2c1C(=O)c1ccc(Cl)cc1, Cl, [Na+], [OH-]. Product: CC(C)(C)CC(=O)c1c(CC(C)(C)C(=O)O)c(C(=O)c2ccc(Cl)cc2)n2ccc(OCc3ccc4ccccc4n3)cc12. RXN SMILES: [CH2:50]1[O:51][CH2:52][CH2:53][CH2:54]1.[CH3:55][OH:56].[Cl:1][c:2]1[cH:3][cH:4][c:5]([C:8](=[O:9])[c:10]2[c:11]([CH2:38][C:39]([C:40](=[O:41])[O:42][CH2:43][CH3:44])([CH3:45])[CH3:46])[c:12]([C:31]([CH2:32][C:33]([CH3:34])([CH3:35])[CH3:36])=[O:37])[c:13]3[cH:14][c:15]([O:19][CH2:20][c:21]4[n:22][c:23]5[cH:24][cH:25][cH:26][cH:27][c:28]5[cH:29][cH:30]4)[cH:16][cH:17][n:18]23)[cH:6][cH:7]1.[ClH:49].[Na+:48].[OH-:47]>>[Cl:1][c:2]1[cH:3][cH:4][c:5]([C:8](=[O:9])[c:10]2[c:11]([CH2:38][C:39]([C:40](=[O:41])[OH:42])([CH3:45])[CH3:46])[c:12]([C:31]([CH2:32][C:33]([CH3:34])([CH3:35])[CH3:36])=[O:37])[c:13]3[cH:14][c:15]([O:19][CH2:20][c:21]4[n:22][c:23]5[cH:24][cH:25][cH:26][cH:27][c:28]5[cH:29][cH:30]4)[cH:16][cH:17][n:18]23)[cH:6][cH:7]1. Reactants: N(=NC(=O)OC(C)C)C(=O)OC(C)C (Diisopropyl azodicarboxylate), C1(=CC=CC=C1)P(C1=CC=CC=C1)C1=CC=CC=C1 (triphenylphosphine), O[C@H]1C=C2CC[C@H]3[C@@H]4CCC([C@@]4(C)CC[C@@H]3[C@]2(CC1)C)=O (3α-hydroxy-androst-4-en-17-one), S1C(=CC=C1)CC(=O)O (thiolacetic acid). Solvent: O1CCCC1 (tetrahydrofuran), O1CCCC1 (tetrahydrofuran). The product is C(C)(=O)S[C@@H]1C=C2CC[C@H]3[C@@H]4CCC([C@@]4(C)CC[C@@H]3[C@]2(CC1)C)=O (3β-Acetylthio-androst-4-en-17-one). As a reaction SMILES: N(C(OC(C)C)=O)=NC([O:5][CH:6]([CH3:8])C)=O.C1(P(C2C=CC=CC=2)C2C=CC=CC=2)C=CC=CC=1.O[C@@H:35]1[CH2:52][CH2:51][C@@:50]2([CH3:53])[C:37]([CH2:38][CH2:39][C@@H:40]3[C@@H:49]2[CH2:48][CH2:47][C@@:45]2([CH3:46])[C@H:41]3[CH2:42][CH2:43][C:44]2=[O:54])=[CH:36]1.[S:55]1C=CC=C1CC(O)=O>O1CCCC1>[C:6]([S:55][C@H:35]1[CH2:52][CH2:51][C@@:50]2([CH3:53])[C:37]([CH2:38][CH2:39][C@@H:40]3[C@@H:49]2[CH2:48][CH2:47][C@@:45]2([CH3:46])[C@H:41]3[CH2:42][CH2:43][C:44]2=[O:54])=[CH:36]1)(=[O:5])[CH3:8]. Procedure: Diisopropyl azodicarboxylate (3.3 ml) was added to a solution of 4.5 g of triphenylphosphine in 90 ml of tetrahydrofuran at 0 ° C. and the mixture was stirred for 30'. To this mixture a solution of 2.1 g of 3α-hydroxy-androst-4-en-17-one (D'Incan E., Tetrahedron, 1982, 38, 1755) and 2.1 ml of thiolacetic acid in 90 ml of tetrahydrofuran was added dropwise and the residue was stirred for 1 hr at room temperature. The solvent was evaporated to dryness under reduced pressure and the crude product w... Starting materials: N1=CC=CC=C1 (pyridine), FN1NC(=CC(=N1)F)F (2,4,6-trifluorotriazine), NCCC1=C(C(=O)O)C=CC(=N1)Cl (2-(aminoethyl)-6-chloronicotinic acid). Run in ClCCl (dichloromethane). Conditions: time 3 hour. The product is NCCC1=C(C(=O)F)C=CC(=N1)Cl (2-(Aminoethyl)-6-chloronicotinic acid fluoride). Isolated yield 99.7%. As a reaction SMILES: N1C=CC=CC=1.[F:7]N1N=C(F)C=C(F)N1.[NH2:16][CH2:17][CH2:18][C:19]1[N:27]=[C:26]([Cl:28])[CH:25]=[CH:24][C:20]=1[C:21](O)=[O:22]>ClCCl>[NH2:16][CH2:17][CH2:18][C:19]1[N:27]=[C:26]([Cl:28])[CH:25]=[CH:24][C:20]=1[C:21]([F:7])=[O:22]. Procedure details: 2 ml (24.8 mmol) of pyridine and 4.2 ml (49.8 mmol) of 2,4,6-trifluorotriazine are added to a suspension of 5.0 g (24.8 mmol) of 2-(aminoethyl)-6-chloronicotinic acid in 125 ml of dichloromethane. The mixture is stirred for 3 hours at ambient temperature and then filtered. The solid is rinsed with 50 ml of dichloromethane and the filtrate is washed twice with 60 ml of ice-cold water. The organic phase is dried over Na2SO4 and the solvent is evaporated off under reduced pressure. 5.01 g of produc... Reactants: CN(C)S(=O)(=O)n1c(N)nc2ccc(C(=O)c3ccccc3)cc21, CC(C)[Mg+], [Cl-], C1CCOC1. The product is CC(C)C(O)(c1ccccc1)c1ccc2nc(N)n(S(=O)(=O)N(C)C)c2c1. As a reaction SMILES: [CH3:1][N:2]([S:3](=[O:4])(=[O:5])[n:6]1[c:7]([NH2:23])[n:8][c:9]2[c:10]1[cH:11][c:12]([C:15]([c:16]1[cH:17][cH:18][cH:19][cH:20][cH:21]1)=[O:22])[cH:13][cH:14]2)[CH3:24].[CH:26]([CH3:27])([CH3:28])[Mg+:29].[Cl-:25].[O:30]1[CH2:31][CH2:32][CH2:33][CH2:34]1>>[CH3:1][N:2]([S:3](=[O:4])(=[O:5])[n:6]1[c:7]([NH2:23])[n:8][c:9]2[c:10]1[cH:11][c:12]([C:15]([c:16]1[cH:17][cH:18][cH:19][cH:20][cH:21]1)([OH:22])[CH:26]([CH3:27])[CH3:28])[cH:13][cH:14]2)[CH3:24]. The reactants are COc1c(Cl)cc(Cl)cc1Br, [Li]C(C)(C)C, CCOCC, COB1OC(C)(C)C(C)(C)O1, [Cl-], [NH4+]. The product is COc1c(Cl)cc(Cl)cc1B1OC(C)(C)C(C)(C)O1. RXN SMILES: [Br:1][c:2]1[c:3]([O:10][CH3:11])[c:4]([Cl:9])[cH:5][c:6]([Cl:8])[cH:7]1.[C:12]([Li:13])([CH3:14])([CH3:15])[CH3:16].[CH2:30]([O:31][CH2:32][CH3:33])[CH3:34].[CH3:17][O:18][B:19]1[O:20][C:21]([CH3:26])([CH3:27])[C:22]([CH3:24])([CH3:25])[O:23]1.[Cl-:28].[NH4+:29]>>[c:2]1([B:19]2[O:20][C:21]([CH3:26])([CH3:27])[C:22]([CH3:24])([CH3:25])[O:23]2)[c:3]([O:10][CH3:11])[c:4]([Cl:9])[cH:5][c:6]([Cl:8])[cH:7]1. Starting materials: CCCCCCCCCCCCCCOC(=O)CNC(=O)C1CCCN1C(=O)OC(C)(C)C, Cc1ccccc1, O=C(O)C(F)(F)F. Product: CCCCCCCCCCCCCCOC(=O)CNC(=O)C1CCCN1. As a reaction SMILES: [C:1]([O:2][C:3](=[O:4])[N:8]1[CH:9]([C:10](=[O:11])[NH:12][CH2:13][C:14](=[O:15])[O:16][CH2:17][CH2:18][CH2:19][CH2:20][CH2:21][CH2:22][CH2:23][CH2:24][CH2:25][CH2:26][CH2:27][CH2:28][CH2:29][CH3:30])[CH2:31][CH2:32][CH2:33]1)([CH3:5])([CH3:6])[CH3:7].[CH3:41][c:42]1[cH:43][cH:44][cH:45][cH:46][cH:47]1.[OH:34][C:35]([C:36]([F:37])([F:38])[F:39])=[O:40]>>[NH:8]1[CH:9]([C:10](=[O:11])[NH:12][CH2:13][C:14](=[O:15])[O:16][CH2:17][CH2:18][CH2:19][CH2:20][CH2:21][CH2:22][CH2:23][CH2:24][CH2:25][CH2:26][CH2:27][CH2:28][CH2:29][CH3:30])[CH2:31][CH2:32][CH2:33]1. Product: O=C(O)c1ccccc1-c1ccc(CNc2nc(C(F)(F)F)nc3c2CCCC3)cc1. The reactants are CCCCO, CC(=O)[O-], FC(F)(F)c1nc(Cl)c2c(n1)CCCC2, NCc1ccc(-c2ccccc2C(=O)O)cc1, [Na+]. As a reaction SMILES: [CH2:38]([OH:39])[CH2:40][CH2:41][CH3:42].[CH3:34][C:35](=[O:36])[O-:37].[Cl:1][c:2]1[n:3][c:4]([C:12]([F:13])([F:14])[F:15])[n:5][c:6]2[c:11]1[CH2:10][CH2:9][CH2:8][CH2:7]2.[NH2:16][CH2:17][c:18]1[cH:19][cH:20][c:21](-[c:24]2[c:25]([C:30](=[O:31])[OH:32])[cH:26][cH:27][cH:28][cH:29]2)[cH:22][cH:23]1.[Na+:33]>>[c:2]1([NH:16][CH2:17][c:18]2[cH:19][cH:20][c:21](-[c:24]3[c:25]([C:30](=[O:31])[OH:32])[cH:26][cH:27][cH:28][cH:29]3)[cH:22][cH:23]2)[n:3][c:4]([C:12]([F:13])([F:14])[F:15])[n:5][c:6]2[c:11]1[CH2:10][CH2:9][CH2:8][CH2:7]2.